From a dataset of the Open Reaction Database (ORD), a public repository of structured organic reaction records. describe an organic reaction: reactants, conditions, products, and yield Starting materials: C1[C@H]2[C@@H]1C(C[C@@H]1CC[C@H]3[C@@H]4CC[C@@H]([C@@]4(C)CC[C@@H]3[C@@]21C)OC2OCCCC2)O (1α,2α-methylene-17β-(tetrahydropyran-2-yloxy)-5α-androstan-3-ol), C(C)(=O)OC(C)=O (acetic anhydride), ice water. The solvent is N1=CC=CC=C1 (pyridine). Yields the product C(C)(=O)OC1C[C@@H]2CC[C@H]3[C@@H]4CC[C@@H]([C@@]4(C)CC[C@@H]3[C@]2([C@@H]2[C@H]1C2)C)OC2OCCCC2 (3-acetoxy-1α,2α-methylene-17β-(tetrahydropyran-2-yloxy)-5α-androstane). Reaction SMILES: [CH2:1]1[C@H:3]2[CH:4]([OH:28])[CH2:5][C@H:6]3[C@:19]([CH3:20])([C@@H:2]12)[C@@H:18]1[C@H:9]([C@H:10]2[C@@:14]([CH2:16][CH2:17]1)([CH3:15])[C@@H:13]([O:21][CH:22]1[CH2:27][CH2:26][CH2:25][CH2:24][O:23]1)[CH2:12][CH2:11]2)[CH2:8][CH2:7]3.[C:29](OC(=O)C)(=[O:31])[CH3:30]>N1C=CC=CC=1>[C:29]([O:28][CH:4]1[C@@H:3]2[CH2:1][C@@H:2]2[C@@:19]2([CH3:20])[C@@H:6]([CH2:7][CH2:8][C@@H:9]3[C@@H:18]2[CH2:17][CH2:16][C@@:14]2([CH3:15])[C@H:10]3[CH2:11][CH2:12][C@@H:13]2[O:21][CH:22]2[CH2:27][CH2:26][CH2:25][CH2:24][O:23]2)[CH2:5]1)(=[O:31])[CH3:30]. Procedure details: 9.0 g of 1α,2α-methylene-17β-(tetrahydropyran-2-yloxy)-5α-androstan-3-ol is allowed to stand in 20 ml of pyridine and 10 ml of acetic anhydride for 20 hours at room temperature. The solution is stirred into ice water, the resultant precipitate is filtered off, taken up in diethyl ether, washed with water, and dried. After evaporation, 11 g of 3-acetoxy-1α,2α-methylene-17β-(tetrahydropyran-2-yloxy)-5α-androstane is obtained.